From a dataset of the Open Reaction Database (ORD), a public repository of structured organic reaction records. describe an organic reaction: reactants, conditions, products, and yield Reactants: C12(CC3CC(CC(C1)C3)C2)COC=2C=C(C=CC2)CCN ({2-[3-(1-adamantylmethoxy)phenyl]ethyl}amine), C(C1=CC=CC=C1)OC=1C=CC(=C2C=CC(NC12)=O)[C@H](CBr)O[Si](C)(C)C(C)(C)C ((R)-8-(benzyloxy)-5-(2-bromo-1-(tert-butyldimethylsilyloxy)-ethyl)quinolin-2(1H)-one), C(O)([O-])=O.[Na+] (sodium hydrogen carbonate), [I-].[Na+] (sodium iodide). Solvent: O (water), CS(=O)C (dimethyl sulfoxide), CS(=O)C (dimethyl sulfoxide). Conditions: temperature 150 celsius, time 1 hour. The product is C12(CC3CC(CC(C1)C3)C2)COC=2C=C(C=CC2)CCNC[C@H](O[Si](C)(C)C(C)(C)C)C2=C3C=CC(NC3=C(C=C2)OCC2=CC=CC=C2)=O (5-((1R)-2-({2-[3-(1-adamantylmethoxy)phenyl]ethyl}amino)-1-{[tert-butyl(dimethyl)silyl]oxy}ethyl)-8-(benzyloxy)quinolin-2(1H)-one), solid. Yield: 57.0%. Reaction SMILES: [C:1]12([CH2:11][O:12][C:13]3[CH:14]=[C:15]([CH2:19][CH2:20][NH2:21])[CH:16]=[CH:17][CH:18]=3)[CH2:10][CH:5]3[CH2:6][CH:7]([CH2:9][CH:3]([CH2:4]3)[CH2:2]1)[CH2:8]2.[CH2:22]([O:29][C:30]1[CH:31]=[CH:32][C:33]([C@@H:41]([O:44][Si:45]([C:48]([CH3:51])([CH3:50])[CH3:49])([CH3:47])[CH3:46])[CH2:42]Br)=[C:34]2[C:39]=1[NH:38][C:37](=[O:40])[CH:36]=[CH:35]2)[C:23]1[CH:28]=[CH:27][CH:26]=[CH:25][CH:24]=1.C(=O)([O-])O.[Na+].[I-].[Na+]>CS(C)=O.O>[C:1]12([CH2:11][O:12][C:13]3[CH:14]=[C:15]([CH2:19][CH2:20][NH:21][CH2:42][C@@H:41]([C:33]4[CH:32]=[CH:31][C:30]([O:29][CH2:22][C:23]5[CH:28]=[CH:27][CH:26]=[CH:25][CH:24]=5)=[C:39]5[C:34]=4[CH:35]=[CH:36][C:37](=[O:40])[NH:38]5)[O:44][Si:45]([C:48]([CH3:51])([CH3:50])[CH3:49])([CH3:47])[CH3:46])[CH:16]=[CH:17][CH:18]=3)[CH2:10][CH:5]3[CH2:6][CH:7]([CH2:9][CH:3]([CH2:4]3)[CH2:2]1)[CH2:8]2 |f:2.3,4.5|. Reported procedure: To a solution of Intermediate 41 (0.117 g, 0.41 mmol) in dimethyl sulfoxide (0.8 mL) and a solution of (R)-8-(benzyloxy)-5-(2-bromo-1-(tert-butyldimethylsilyloxy)-ethyl)quinolin-2(1H)-one (0.2 g, 0.41 mmol) in dimethyl sulfoxide (0.8 mL) was added sodium hydrogen carbonate (0.103 g, 1.23 mmol) and sodium iodide (0.092 g, 0.61 mmol). The resulting reaction mixture was stirred at 150° C. for 1 hour. The mixture was poured into water and the precipitate was collected by filtration and washed with e... Reactants: CC1=CC(C(=CN1C=1N(N=CC1)C)C(=O)O)=O (6-Methyl-1-(2-methyl-2H-pyrazol-3-yl)-4-oxo-1,4-dihydro-pyridine-3-carboxylic acid), CO (methanol), S(=O)(Cl)Cl (thionyl chloride). Run at temperature 70 celsius, time 1.5 hour. Yields the product COC(=O)C1=CN(C(=CC1=O)C)C=1N(N=CC1)C (6-Methyl-1-(2-methyl-2H-pyrazol-3-yl)-4-oxo-1,4-dihydro-pyridine-3-carboxylic acid methyl ester). RXN SMILES: [CH3:1][C:2]1[N:7]([C:8]2[N:9]([CH3:13])[N:10]=[CH:11][CH:12]=2)[CH:6]=[C:5]([C:14]([OH:16])=[O:15])[C:4](=[O:17])[CH:3]=1.S(Cl)(Cl)=O.[CH3:22]O>>[CH3:22][O:15][C:14]([C:5]1[C:4](=[O:17])[CH:3]=[C:2]([CH3:1])[N:7]([C:8]2[N:9]([CH3:13])[N:10]=[CH:11][CH:12]=2)[CH:6]=1)=[O:16]. Procedure details: To a solution of preparation 4a (1.8 g, 90% purity, 6.95 mmol) in methanol (5 mL) is added slowly thionyl chloride (1.64 g, 13.8 mmol) at 0° C. The reaction mixture is stirred at 70° C. for 1.5 h, concentrated under reduced pressure and purified by reversed-phase HPLC (Gilson: Sunfire, 30° C., gradient of acetonitrile in water+0.1% formic acid). Yield: 199 mg (12% of theory). ESI mass spectrum: [M+H]+=248; r.t. HPLC: 0.56 min (Z018_S04). Starting materials: CC#N, CCN(C(C)C)C(C)C, N#Cc1ccnc(Cl)n1, CN1CCC(C#N)(NC(=O)C(N)CC2CCCCC2)CC1. Yields the product CN1CCC(C#N)(NC(=O)C(CC2CCCCC2)Nc2nccc(C#N)n2)CC1. Reaction SMILES: [CH3:40][C:41]#[N:42].[CH:31]([N:32]([CH2:33][CH3:34])[CH:35]([CH3:36])[CH3:37])([CH3:38])[CH3:39].[Cl:1][c:2]1[n:3][cH:4][cH:5][c:6]([C:8]#[N:9])[n:7]1.[NH2:10][CH:11]([C:12](=[O:13])[NH:14][C:15]1([C:22]#[N:23])[CH2:16][CH2:17][N:18]([CH3:21])[CH2:19][CH2:20]1)[CH2:24][CH:25]1[CH2:26][CH2:27][CH2:28][CH2:29][CH2:30]1>>[c:2]1([NH:10][CH:11]([C:12](=[O:13])[NH:14][C:15]2([C:22]#[N:23])[CH2:16][CH2:17][N:18]([CH3:21])[CH2:19][CH2:20]2)[CH2:24][CH:25]2[CH2:26][CH2:27][CH2:28][CH2:29][CH2:30]2)[n:3][cH:4][cH:5][c:6]([C:8]#[N:9])[n:7]1. The reactants are BrC1=CC=C2C(=NC=NN21)N (7-bromopyrrolo[2,1-f][1,2,4]triazin-4-amine), C(CC#C)O (3-butyn-1-ol), [Cl-].[NH4+] (ammonium chloride). Reagents/catalysts: C=1C=CC(=CC1)[P](C=2C=CC=CC2)(C=3C=CC=CC3)[Pd]([P](C=4C=CC=CC4)(C=5C=CC=CC5)C=6C=CC=CC6)([P](C=7C=CC=CC7)(C=8C=CC=CC8)C=9C=CC=CC9)[P](C=1C=CC=CC1)(C=1C=CC=CC1)C=1C=CC=CC1 (tetrakis(triphenylphosphine)palladium(0)), [Cu]I (copper(I) iodide). Run in N1CCCC1 (pyrrolidine). Run at temperature 50 celsius. Product: NC1=NC=NN2C1=CC=C2C#CCCO (4-(4-aminopyrrolo[2,1-f][1,2,4]triazin-7-yl)but-3-yn-1-ol). Yield: 60.6%. As a reaction SMILES: Br[C:2]1[N:10]2[C:5]([C:6]([NH2:11])=[N:7][CH:8]=[N:9]2)=[CH:4][CH:3]=1.[CH2:12]([OH:16])[CH2:13][C:14]#[CH:15].[Cl-].[NH4+]>N1CCCC1.C1C=CC([P]([Pd]([P](C2C=CC=CC=2)(C2C=CC=CC=2)C2C=CC=CC=2)([P](C2C=CC=CC=2)(C2C=CC=CC=2)C2C=CC=CC=2)[P](C2C=CC=CC=2)(C2C=CC=CC=2)C2C=CC=CC=2)(C2C=CC=CC=2)C2C=CC=CC=2)=CC=1.[Cu]I>[NH2:11][C:6]1[C:5]2=[CH:4][CH:3]=[C:2]([C:15]#[C:14][CH2:13][CH2:12][OH:16])[N:10]2[N:9]=[CH:8][N:7]=1 |f:2.3,^1:27,29,48,67|. Procedure details: To a solution of 7-bromopyrrolo[2,1-f][1,2,4]triazin-4-amine (2.25 g, 10.6 mmol), tetrakis(triphenylphosphine)palladium(0) (610 mg, 0.53 mmol), and copper(I) iodide (500 mg, 2.64 mmol) in degassed pyrrolidine (45 mL) was added 3-butyn-1-ol (1.6 mL, 21.1 mmol), dropwise. The reaction was heated (50° C.) for 17 h. After cooling to rt, saturated aqueous ammonium chloride solution was added (50 mL) and the mixture was extracted first with ethyl acetate (4×50 mL) then with 3:1 chloroform/isopropanol ... The reactants are P(=O)(OCC(COCCCCCCCCCCCCCCCCCC)OC1=NOC=C1)(OCCBr)[O-] ((2RS)-3-octadecyloxy-2-(3-isoxazolyloxy)propyl 2-bromoethyl phosphate), N1=CC=CC=C1 (pyridine). Run at time 11 hour. Product: P(=O)(OCC(COCCCCCCCCCCCCCCCCCC)OC1=NOC=C1)(OCC[N+]1=CC=CC=C1)[O-] ((2RS)-3-Octadecyloxy-2-(3-isoxazolyloxy)propyl 2-pyridinioethyl phosphate). Reaction SMILES: [P:1]([O-:36])([O:32][CH2:33][CH2:34]Br)([O:3][CH2:4][CH:5]([O:26][C:27]1[CH:31]=[CH:30][O:29][N:28]=1)[CH2:6][O:7][CH2:8][CH2:9][CH2:10][CH2:11][CH2:12][CH2:13][CH2:14][CH2:15][CH2:16][CH2:17][CH2:18][CH2:19][CH2:20][CH2:21][CH2:22][CH2:23][CH2:24][CH3:25])=[O:2].[N:37]1[CH:42]=[CH:41][CH:40]=[CH:39][CH:38]=1>>[P:1]([O-:36])([O:32][CH2:33][CH2:34][N+:37]1[CH:42]=[CH:41][CH:40]=[CH:39][CH:38]=1)([O:3][CH2:4][CH:5]([O:26][C:27]1[CH:31]=[CH:30][O:29][N:28]=1)[CH2:6][O:7][CH2:8][CH2:9][CH2:10][CH2:11][CH2:12][CH2:13][CH2:14][CH2:15][CH2:16][CH2:17][CH2:18][CH2:19][CH2:20][CH2:21][CH2:22][CH2:23][CH2:24][CH3:25])=[O:2]. Reported procedure: A solution of 0.663 g of crude (2RS)-3-octadecyloxy-2-(3-isoxazolyloxy)propyl 2-bromoethyl phosphate (prepared as described in the first part of Example 2) in 4.5 ml of pyridine was heated on an oil bath kept at 60° C. for 11 hours. After allowing the mixture to cool, excess pyridine was distilled off. The residue was dissolved in 10 ml of chloroform, and the solution was heated under reflux for 1 hour. The mixture was then cooled, and the solvent was evaporated off under reduced pressure. Metha... Reactants: CCc1c(C(=O)C(=O)O)ccc2c1Cc1ccccc1-2, CCO, Cl, [Na+], [OH-]. The product is O=C(O)C(=O)c1ccc2c(c1)Cc1ccccc1-2. RXN SMILES: [CH2:1]([CH3:2])[c:3]1[c:4]([C:16]([C:17](=[O:18])[OH:19])=[O:20])[cH:5][cH:6][c:7]2[c:15]1[CH2:14][c:13]1[c:8]-2[cH:9][cH:10][cH:11][cH:12]1.[CH3:24][CH2:25][OH:26].[ClH:23].[Na+:22].[OH-:21]>>[cH:3]1[c:4]([C:16]([C:17](=[O:18])[OH:19])=[O:20])[cH:5][cH:6][c:7]2[c:15]1[CH2:14][c:13]1[c:8]-2[cH:9][cH:10][cH:11][cH:12]1. The reactants are [N+](=O)([O-])C1=CC=C(CP(OCC)(OCC)=O)C=C1 (diethyl (4-nitrobenzyl)phosphonate), FC1=CC=C(C=O)C=C1 (4-fluorobenzaldehyde). Product: FC1=CC=C(C=C1)\C=C\C1=CC=C(C=C1)[N+](=O)[O-] ((E)-1-fluoro-4-[2-(4-nitrophenyl)ethenyl]-benzene). Reaction SMILES: [N+:1]([C:4]1[CH:18]=[CH:17][C:7]([CH2:8]P(=O)(OCC)OCC)=[CH:6][CH:5]=1)([O-:3])=[O:2].[F:19][C:20]1[CH:27]=[CH:26][C:23]([CH:24]=O)=[CH:22][CH:21]=1>>[F:19][C:20]1[CH:27]=[CH:26][C:23](/[CH:24]=[CH:8]/[C:7]2[CH:6]=[CH:5][C:4]([N+:1]([O-:3])=[O:2])=[CH:18][CH:17]=2)=[CH:22][CH:21]=1. Procedure details: In an analogous manner to that described in Example 36 a), the reaction of diethyl (4-nitrobenzyl)phosphonate with 4-fluorobenzaldehyde yields the (E)-1-fluoro-4-[2-(4-nitrophenyl)ethenyl]-benzene as a yellow crystalline solid; MS: m/e=243 (M)+.